The task is: describe an organic reaction: reactants, conditions, products, and yield. This data is from the Open Reaction Database (ORD), a public repository of structured organic reaction records. The reactants are [H-].[Na+] (NaH), C(=O)=O (CO2), C(=O)=O (CO2), C12(CC3CC(CC(C1)C3)C2)C=2C=C(C=CC2OC)C=2C=C3C=CC(=CC3=CC2)Br (6-[3-(1-adamantyl)-4-methoxyphenyl]-2-bromonaphthalene), [Li]CCCC (n-BuLi). Run in C1CCOC1 (THF), Cl (HCl). Conditions: temperature -40 celsius, time 10 minute. The product is COC=1C=CC(=CC1C23CC4CC(C2)CC(C4)C3)C=5C=CC=6C=C(C=CC6C5)C(=O)O (Adapalene). RXN SMILES: [C:1]12([C:11]3[CH:12]=[C:13]([C:19]4[CH:20]=[C:21]5[C:26](=[CH:27][CH:28]=4)[CH:25]=[C:24](Br)[CH:23]=[CH:22]5)[CH:14]=[CH:15][C:16]=3[O:17][CH3:18])[CH2:10][CH:5]3[CH2:6][CH:7]([CH2:9][CH:3]([CH2:4]3)[CH2:2]1)[CH2:8]2.[H-].[Na+].[Li]CCCC.[C:37](=[O:39])=[O:38]>Cl.C1COCC1>[CH3:18][O:17][C:16]1[CH:15]=[CH:14][C:13]([C:19]2[CH:28]=[CH:27][C:26]3[CH:25]=[C:24]([C:37]([OH:39])=[O:38])[CH:23]=[CH:22][C:21]=3[CH:20]=2)=[CH:12][C:11]=1[C:1]12[CH2:2][CH:3]3[CH2:9][CH:7]([CH2:6][CH:5]([CH2:4]3)[CH2:10]1)[CH2:8]2 |f:1.2|. Procedure: A mixture of 6-[3-(1-adamantyl)-4-methoxyphenyl]-2-bromonaphthalene (50 mg, 0.11 mmol), THF (1 ml) was introduced into a Schlenk tube and was heated until its complete dissolution. Next, NaH (4.5 mg, 60% dispersion in mineral oil, 0.11 mmol) was added under argon atmosphere and at room temperature, and the mixture was stirred for 10 minutes. The solution was cooled to −40° C. and n-BuLi (139.5 μl, 1.6 M in hexane, 0.22 mmol) was added, dropwise, during 30 minutes. At the same temperature, a cont... Starting materials: ice water, ClC=1C=C(C=CC1)C(CC1=CC=CC=C1)(O)C=1N=CN(C1)C(C1=CC=CC=C1)(C1=CC=CC=C1)C1=CC=CC=C1 (1-(3 Chlorophenyl)-2-phenyl-l-(1-trityl-1H-imidazol-4-yl)ethanol), ClC=1C=C(C=CC1)C(CC1=CC=CC=C1)(O)C=1N=CN(C1)C(C1=CC=CC=C1)(C1=CC=CC=C1)C1=CC=CC=C1 (1-(3-chlorophenyl)-2-phenyl-1-(1-trityl-1H-imidazol-4-yl)ethanol), CC(C)O (iPrOH), red phosphorus, [OH-].[Na+] (NaOH). Solvent: C(Cl)(Cl)Cl (CHCl3), C(Cl)(Cl)Cl (CHCl3). Reaction conditions: temperature 160 celsius. Yields the product ClC=1C=C(C=CC1)C(=CC1=CC=CC=C1)C=1N=CNC1 (4-(1-(3-chlorophenyl)-2-phenylvinyl)-1H-imidazole). Reaction SMILES: [Cl:1][C:2]1[CH:3]=[C:4]([C:8]([C:17]2[N:18]=[CH:19][N:20](C(C3C=CC=CC=3)(C3C=CC=CC=3)C3C=CC=CC=3)[CH:21]=2)(O)[CH2:9][C:10]2[CH:15]=[CH:14][CH:13]=[CH:12][CH:11]=2)[CH:5]=[CH:6][CH:7]=1.CC(O)C.[OH-].[Na+]>C(Cl)(Cl)Cl>[Cl:1][C:2]1[CH:3]=[C:4]([C:8]([C:17]2[N:18]=[CH:19][NH:20][CH:21]=2)=[CH:9][C:10]2[CH:15]=[CH:14][CH:13]=[CH:12][CH:11]=2)[CH:5]=[CH:6][CH:7]=1 |f:2.3|. Reported procedure: A mixture of 1-(3 Chlorophenyl)-2-phenyl-l-(1-trityl-1H-imidazol-4-yl)ethanol, (Intermediate 15) mg; 0.9 mmol) in 57% aqueous Hl (10 mL) and iPrOH (2 mL) was added red phosphorus (280 mg, 9.0 mmol) in a resealable tube was heated at 160° C. for 16 h. The mixture was then cooled to room temperature and poured into ice-water, which was then basified with NaOH and diluted with CHCl3. The residue was isolated in a typical aqueous workup using CHCl3 and purified by MPLC with 5 to 15% MeOH:.CH2Cl2 to ... Reagents/catalysts: [OH-].[OH-].[Pd+2] (Pd(OH)2/C). As a reaction SMILES: C([O:8][C@@H:9]([C:11]1[O:15][C:14]([N:16]2[CH2:21][CH2:20][CH:19]([C:22]3[CH:27]=[C:26]([N:28]([CH2:37][O:38][CH2:39][CH2:40][Si:41]([CH3:44])([CH3:43])[CH3:42])[CH2:29][O:30][CH2:31][CH2:32][Si:33]([CH3:36])([CH3:35])[CH3:34])[N:25]4[N:45]=[CH:46][C:47]([C:48]5[CH:49]=[N:50][C:51]([C:54]6[CH:59]=[CH:58][CH:57]=[CH:56][CH:55]=6)=[CH:52][CH:53]=5)=[C:24]4[N:23]=3)[CH2:18][CH2:17]2)=[N:13][N:12]=1)[CH3:10])C1C=CC=CC=1>CO.[OH-].[OH-].[Pd+2]>[CH3:43][Si:41]([CH3:42])([CH3:44])[CH2:40][CH2:39][O:38][CH2:37][N:28]([CH2:29][O:30][CH2:31][CH2:32][Si:33]([CH3:36])([CH3:35])[CH3:34])[C:26]1[N:25]2[N:45]=[CH:46][C:47]([C:48]3[CH:49]=[N:50][C:51]([C:54]4[CH:55]=[CH:56][CH:57]=[CH:58][CH:59]=4)=[CH:52][CH:53]=3)=[C:24]2[N:23]=[C:22]([CH:19]2[CH2:18][CH2:17][N:16]([C:14]3[O:15][C:11]([C@H:9]([OH:8])[CH3:10])=[N:12][N:13]=3)[CH2:21][CH2:20]2)[CH:27]=1 |f:2.3.4|. Product: C[Si](CCOCN(C1=CC(=NC=2N1N=CC2C=2C=NC(=CC2)C2=CC=CC=C2)C2CCN(CC2)C2=NN=C(O2)[C@@H](C)O)COCC[Si](C)(C)C)(C)C ((R)-1-(5-(4-(7-(bis((2-(trimethylsilyl)ethoxy)methyl)amino)-3-(6-phenylpyridin-3-yl)pyrazolo[1,5-a]pyrimidin-5-yl)piperidin-1-yl)-1,3,4-oxadiazol-2-yl)ethanol). Starting materials: C(C1=CC=CC=C1)O[C@H](C)C1=NN=C(O1)N1CCC(CC1)C1=NC=2N(C(=C1)N(COCC[Si](C)(C)C)COCC[Si](C)(C)C)N=CC2C=2C=NC(=CC2)C2=CC=CC=C2 ((R)-5-(1-(5-(1-(benzyloxy)ethyl)-1,3,4-oxadiazol-2-yl)piperidin-4-yl)-3-(6-phenylpyridin-3-yl)-N,N-bis((2-(trimethylsilyl)ethoxy)methyl)pyrazolo[1,5-a]pyrimidin-7-amine). Solvent: CO (MeOH). Yield: 34.2%. Run at time 8 hour. Procedure: A mixture of (R)-5-(1-(5-(1-(benzyloxy)ethyl)-1,3,4-oxadiazol-2-yl)piperidin-4-yl)-3-(6-phenylpyridin-3-yl)-N,N-bis((2-(trimethylsilyl)ethoxy)methyl)pyrazolo[1,5-a]pyrimidin-7-amine (105 mg), 20% Pd(OH)2/C (150 mg) in MeOH (4 mL) was stirred under hydrogen (60 psi) overnight. After filtration, washing with EtOAc 4 times and concentration in vacuo the residue was purified on silica gel. Elution with EtOAc/Hexanes (0-100%) gave the title compound (32 mg, 43%). Yields the product CN(C)C(=O)COc1cnc2c(c1)cc(C(=CC1CCCC1)c1ccc(S(C)(=O)=O)cc1)n2S(=O)(=O)c1ccccc1. Reactants: O=C([O-])[O-], CN(C)C=O, CCOC(C)=O, CN(C)C(=O)CCl, [K+], [K+], CS(=O)(=O)c1ccc(C(=CC2CCCC2)c2cc3cc(O)cnc3n2S(=O)(=O)c2ccccc2)cc1. RXN SMILES: [C:1](=[O:2])([O-:3])[O-:4].[CH3:50][N:51]([CH3:52])[CH:53]=[O:54].[CH3:55][CH2:56][O:57][C:58](=[O:59])[CH3:60].[Cl:43][CH2:44][C:45](=[O:46])[N:47]([CH3:48])[CH3:49].[K+:5].[K+:6].[c:7]1([S:13](=[O:14])(=[O:15])[n:16]2[c:17]([C:26](=[CH:27][CH:28]3[CH2:29][CH2:30][CH2:31][CH2:32]3)[c:33]3[cH:34][cH:35][c:36]([S:39](=[O:40])(=[O:41])[CH3:42])[cH:37][cH:38]3)[cH:18][c:19]3[c:20]2[n:21][cH:22][c:23]([OH:25])[cH:24]3)[cH:8][cH:9][cH:10][cH:11][cH:12]1>>[c:7]1([S:13](=[O:14])(=[O:15])[n:16]2[c:17]([C:26](=[CH:27][CH:28]3[CH2:29][CH2:30][CH2:31][CH2:32]3)[c:33]3[cH:34][cH:35][c:36]([S:39](=[O:40])(=[O:41])[CH3:42])[cH:37][cH:38]3)[cH:18][c:19]3[c:20]2[n:21][cH:22][c:23]([O:25][CH2:44][C:45](=[O:46])[N:47]([CH3:48])[CH3:49])[cH:24]3)[cH:8][cH:9][cH:10][cH:11][cH:12]1.